The task is: describe an organic reaction: reactants, conditions, products, and yield. This data is from the Open Reaction Database (ORD), a public repository of structured organic reaction records. Starting materials: CC(=O)OCCOc1ccc(C(=O)c2ccc(CBr)cc2)cc1, Cc1cccc2nc(S)n(C)c(=O)c12, CO, [Na+], [OH-]. The product is CC(=O)OCCOc1ccc(C(=O)c2ccc(CSc3nc4cccc(C)c4c(=O)n3C)cc2)cc1. As a reaction SMILES: [C:15]([CH3:16])(=[O:17])[O:18][CH2:19][CH2:20][O:21][c:22]1[cH:23][cH:24][c:25]([C:26](=[O:27])[c:28]2[cH:29][cH:30][c:31]([CH2:32][Br:33])[cH:34][cH:35]2)[cH:36][cH:37]1.[CH3:1][n:2]1[c:3]([SH:14])[n:4][c:5]2[cH:6][cH:7][cH:8][c:9]([CH3:13])[c:10]2[c:11]1=[O:12].[CH3:40][OH:41].[Na+:39].[OH-:38]>>[CH3:1][n:2]1[c:3]([S:14][CH2:32][c:31]2[cH:30][cH:29][c:28]([C:26]([c:25]3[cH:24][cH:23][c:22]([O:21][CH2:20][CH2:19][O:18][C:15]([CH3:16])=[O:17])[cH:37][cH:36]3)=[O:27])[cH:35][cH:34]2)[n:4][c:5]2[cH:6][cH:7][cH:8][c:9]([CH3:13])[c:10]2[c:11]1=[O:12].